Dataset: the Open Reaction Database (ORD), a public repository of structured organic reaction records. Task: describe an organic reaction: reactants, conditions, products, and yield Reactants: CCCCCCCCCCCCCCCCCCCCCCCCCCCCCCCCCCO, [Na], O=S(=O)(O)O. Yields the product CCCCCCCCCCCCCCCCO. As a reaction SMILES: [CH2:7]([CH2:8][CH2:9][CH2:25][CH2:26][CH2:27][CH2:28][CH2:29][CH2:30][CH2:31][CH2:32][CH2:33][CH2:34][CH2:35][CH2:36][CH2:37][CH2:38][CH2:39][CH2:40][OH:41])[CH2:10][CH2:11][CH2:12][CH2:13][CH2:14][CH2:15][CH2:16][CH2:17][CH2:18][CH2:19][CH2:20][CH2:21][CH2:22][CH2:23][CH3:24].[Na:1].[S:2]([OH:3])([OH:4])(=[O:5])=[O:6]>>[CH3:25][CH2:26][CH2:27][CH2:28][CH2:29][CH2:30][CH2:31][CH2:32][CH2:33][CH2:34][CH2:35][CH2:36][CH2:37][CH2:38][CH2:39][CH2:40][OH:41]. The reactants are S(=O)(Cl)Cl (thionyl chloride), ice, N1=C(C=CC=C1)N[C@@H](CO)C ((R)-N-(2-pyridyl)-2-aminopropanol), C(C)(C)N(C(C)C)CC (N,N-diisopropylethylamine). The solvent is ClCCl (dichloromethane), ClCCl (dichloromethane). Conditions: time 0.5 hour. The product is CC1N([S@@](OC1)=O)C1=NC=CC=C1 ((R)-4-methyl-3-(2-pyridyl)-[1,2,3] oxathiazolidine 2-oxide). Isolated yield 599.1%. As a reaction SMILES: [N:1]1[CH:6]=[CH:5][CH:4]=[CH:3][C:2]=1[NH:7][C@H:8]([CH3:11])[CH2:9][OH:10].C(N(CC)C(C)C)(C)C.[S:21](Cl)(Cl)=[O:22]>ClCCl>[CH3:11][CH:8]1[CH2:9][O:10][S@@:21](=[O:22])[N:7]1[C:2]1[CH:3]=[CH:4][CH:5]=[CH:6][N:1]=1. Reported procedure: A solution of (R)-N-(2-pyridyl)-2-aminopropanol (20.0 g, 0.13 moles) and N,N-diisopropylethylamine (33.6 g, 0.13 moles) in dichloromethane (500 ml) was cooled to 5° C. Then thionyl chloride (15.5 g, 0.13 moles) in dichloromethane (100 ml) was added slowly whilst the temperature was kept below 10° C. The mixture was stirred for 0.5 h. and ice cold water (500 ml) was added. The organic phase was separated and washed with water (5×500 ml). The aqueous phase was back-extracted with dichloromethane (... Reactants: CC=1N=CNC1CSCCN (4-methyl-5-((2-aminoethyl)thiomethyl)imidazole), CSC=1NS(CCN1)(=O)=O (3-methylthio-5,6-dihydro-1,2,4-thiadiazine-1,1-dioxide). The product is CC=1N=CNC1CSCCNC=1NS(CCN1)(=O)=O (3-[2-((4-methyl-5-imidazolyl)methylthio)ethylamino]-5,6-dihydro-1,2,4-thiadiazine-1,1-dioxide). Yield: 31.1%. Reaction SMILES: [CH3:1][C:2]1[N:3]=[CH:4][NH:5][C:6]=1[CH2:7][S:8][CH2:9][CH2:10][NH2:11].CS[C:14]1[NH:15][S:16](=[O:21])(=[O:20])[CH2:17][CH2:18][N:19]=1>>[CH3:1][C:2]1[N:3]=[CH:4][NH:5][C:6]=1[CH2:7][S:8][CH2:9][CH2:10][NH:11][C:14]1[NH:15][S:16](=[O:21])(=[O:20])[CH2:17][CH2:18][N:19]=1. Reported procedure: A mixture of 4-methyl-5-((2-aminoethyl)thiomethyl)imidazole (4.0 g.) and 3-methylthio-5,6-dihydro-1,2,4-thiadiazine-1,1-dioxide (4.2 g.) was heated in an oil bath at 140° for 4 hours. The product was chromatographed on a column of silica gel with ethyl acetate-ethanol (3:2) as eluant and finally recrystallised from ethanol-ether to give 3-[2-((4-methyl-5-imidazolyl)methylthio)ethylamino]-5,6-dihydro-1,2,4-thiadiazine-1,1-dioxide (2.2 g.) m.p. 146°-147°. The reactants are CCOC(=O)c1ccc(NCCBr)cc1, COCCOC, Oc1cccc2c1CCCC2, CCCCCC. Yields the product CCOC(=O)c1ccc(NCCOc2cccc3c2CCCC3)cc1. As a reaction SMILES: [Br:18][CH2:19][CH2:20][NH:21][c:22]1[cH:23][cH:24][c:25]([C:26](=[O:27])[O:28][CH2:29][CH3:30])[cH:31][cH:32]1.[CH2:33]([CH2:34][O:35][CH3:36])[O:37][CH3:38].[CH2:7]1[CH2:8][CH2:9][CH2:10][c:11]2[c:12]([OH:17])[cH:13][cH:14][cH:15][c:16]21.[CH3:1][CH2:2][CH2:3][CH2:4][CH2:5][CH3:6]>>[CH2:7]1[CH2:8][CH2:9][CH2:10][c:11]2[c:12]([O:17][CH2:19][CH2:20][NH:21][c:22]3[cH:23][cH:24][c:25]([C:26](=[O:27])[O:28][CH2:29][CH3:30])[cH:31][cH:32]3)[cH:13][cH:14][cH:15][c:16]21.